This data is from the Open Reaction Database (ORD), a public repository of structured organic reaction records. The task is: describe an organic reaction: reactants, conditions, products, and yield The reactants are Cl.CN(CCCN=C=NCC)C (N-[3-(dimethylamino)propyl]-N′-ethylcarbodiimide hydrochloride), Cl.CN(CCCN=C=NCC)C (N-[3-(Dimethylamino)propyl]-N′-ethylcarbodiimide hydrochloride), FC=1C(=NC=CC1)C(=O)O (3-fluoropyridine-2-carboxylic acid), NC1=NC(=NC(=N1)N(C1=CC(=CC=C1)C)C)C(=N)NO (4-Amino-N-hydroxy-6-(methyl-3-methylphenyl-amino)-[1,3,5]triazine-2-carboxamidine), NC1=NC(=NC(=N1)N(C1=CC(=CC=C1)C)C)C(=N)NO (4-amino-N-hydroxy-6-(methyl-3-methylphenyl-amino)-[1,3,5]triazine-2-carboxamidine), Cl.CN(CCCN=C=NCC)C (N-[3-(dimethylamino)propyl]-N′-ethylcarbodiimide hydrochloride), FC=1C(=NC=CC1)C(=O)O (3-fluoropyridine-2-carboxylic acid). The solvent is CCOC(=O)C (EtOAc), N1=CC=CC=C1 (pyridine), N1=CC=CC=C1 (pyridine). Conditions: time 1 hour. The product is FC=1C(=NC=CC1)C1=NC(=NO1)C1=NC(=NC(=N1)N(C1=CC=CC=C1)C)N (6-[5-(3-Fluoropyridin-2-yl)-[1,2,4]oxadiazol-3-yl]-N-methyl-N-phenyl-[1,3,5]triazine-2,4-diamine). As a reaction SMILES: Cl.CN(C)CCCN=C=NCC.[F:13][C:14]1[C:15]([C:20]([OH:22])=O)=[N:16][CH:17]=[CH:18][CH:19]=1.[NH2:23][C:24]1[N:29]=[C:28]([N:30]([CH3:38])[C:31]2[CH:36]=[CH:35][CH:34]=[C:33](C)[CH:32]=2)[N:27]=[C:26]([C:39]([NH:41]O)=[NH:40])[N:25]=1>N1C=CC=CC=1.CCOC(C)=O>[F:13][C:14]1[C:15]([C:20]2[O:22][N:41]=[C:39]([C:26]3[N:27]=[C:28]([N:30]([CH3:38])[C:31]4[CH:36]=[CH:35][CH:34]=[CH:33][CH:32]=4)[N:29]=[C:24]([NH2:23])[N:25]=3)[N:40]=2)=[N:16][CH:17]=[CH:18][CH:19]=1 |f:0.1|. Procedure: N-[3-(Dimethylamino)propyl]-N′-ethylcarbodiimide hydrochloride (633 mg, 3.3 mmol) was added to a solution of 3-fluoropyridine-2-carboxylic acid (400 mg, 2.83 mmol) in anhydrous pyridine (6 mL) in a sealed tube at room temperature under nitrogen. The reaction mixture was stirred at room temperature for 1 h. 4-Amino-N-hydroxy-6-(methyl-3-methylphenyl-amino)-[1,3,5]triazine-2-carboxamidine (prepared in an analogous manner to Intermediate 1, 611 mg, 2.36 mmol) was added and the mixture was stirred a...